This data is from the Open Reaction Database (ORD), a public repository of structured organic reaction records. The task is: describe an organic reaction: reactants, conditions, products, and yield Starting materials: O.C1(=CC=C(C=C1)S(=O)(=O)O)C (p-toluenesulfonic acid monohydrate), IC=1C=C(C(=NC1)NC(C)C1=CC(=C(C=C1)OCC=1C=NC(=CC1)C(F)(F)F)OC)N (5-iodo-N2-(1-(3-methoxy-4-((6-(trifluoromethyl)pyridin-3-yl)methoxy)phenyl)ethyl)pyridine-2,3-diamine), ClCC=1C=CC(=NC1)C(F)(F)F (5-(chloromethyl)-2-(trifluoromethyl)pyridine), C(OCC)(OCC)OCC (triethyl orthoformate). The solvent is C(C)O (ethanol). Reaction conditions: time 30 minute. Yields the product IC=1C=C2C(=NC1)N(C=N2)C(C)C2=CC(=C(C=C2)OCC=2C=NC(=CC2)C(F)(F)F)OC (6-iodo-3-(1-(3-methoxy-4-((6-(trifluoromethyl)pyridin-3-yl)methoxy)phenyl)ethyl)-3H-imidazo[4,5-b]pyridine). Yield: 100.0%. RXN SMILES: [I:1][C:2]1[CH:3]=[C:4]([NH2:31])[C:5]([NH:8][CH:9]([C:11]2[CH:16]=[CH:15][C:14]([O:17][CH2:18][C:19]3[CH:20]=[N:21][C:22]([C:25]([F:28])([F:27])[F:26])=[CH:23][CH:24]=3)=[C:13]([O:29][CH3:30])[CH:12]=2)[CH3:10])=[N:6][CH:7]=1.Cl[CH2:33]C1C=CC(C(F)(F)F)=NC=1.C(OCC)(OCC)OCC.O.C1(C)C=CC(S(O)(=O)=O)=CC=1>C(O)C>[I:1][C:2]1[CH:3]=[C:4]2[N:31]=[CH:33][N:8]([CH:9]([C:11]3[CH:16]=[CH:15][C:14]([O:17][CH2:18][C:19]4[CH:20]=[N:21][C:22]([C:25]([F:27])([F:26])[F:28])=[CH:23][CH:24]=4)=[C:13]([O:29][CH3:30])[CH:12]=3)[CH3:10])[C:5]2=[N:6][CH:7]=1 |f:3.4|. Reported procedure: To a stirred solution of 5-iodo-N2-(1-(3-methoxy-4-((6-(trifluoromethyl)pyridin-3-yl)methoxy)phenyl)ethyl)pyridine-2,3-diamine [prepared from 5-(chloromethyl)-2-(trifluoromethyl)pyridine using the procedures described in Example 3-45-1 through Example 3-45-5] (0.710 g, 1.30 mmol) in ethanol (30 mL) was added triethyl orthoformate (1.0 mL, 5.89 mmol). The yellow solution was treated with p-toluenesulfonic acid monohydrate (0.025 g, 0.13 mmol) and heated to reflux. After 30 min, the mixture was al... The reactants are NC1=CC=C(C(=O)OCC)C=C1 (ethyl p-aminobenzoate), ClCC=CC1=CC=CC=C1 ((3-chloropropenyl)benzene), CN(P(=O)(N(C)C)N(C)C)C (hexamethylphosphoramide). Solvent: O (water). Yields the product C(C=CC1=CC=CC=C1)NC1=CC=C(C(=O)OCC)C=C1 (Ethyl p-[(Cinnamyl)amino]benzoate). RXN SMILES: [NH2:1][C:2]1[CH:12]=[CH:11][C:5]([C:6]([O:8][CH2:9][CH3:10])=[O:7])=[CH:4][CH:3]=1.Cl[CH2:14][CH:15]=[CH:16][C:17]1[CH:22]=[CH:21][CH:20]=[CH:19][CH:18]=1.CN(C)P(N(C)C)(N(C)C)=O>O>[CH2:14]([NH:1][C:2]1[CH:3]=[CH:4][C:5]([C:6]([O:8][CH2:9][CH3:10])=[O:7])=[CH:11][CH:12]=1)[CH:15]=[CH:16][C:17]1[CH:22]=[CH:21][CH:20]=[CH:19][CH:18]=1. Procedure details: A mixture of 33 g. of ethyl p-aminobenzoate 15.3 g. of (3-chloropropenyl)benzene and 80 ml. of hexamethylphosphoramide is heated in an oil bath at 110° C. for 21 hours. The solution is chilled, diluted with 25 ml. of water, chilled, filtered and the solid washed with water to give cream crystals, m.p. 123°-131° C. Recrystallization from ethanol-benzene (9:1) gives pale yellow crystals, m.p. 135°-137° C. Recrystallization from benzene gives white crystals, m.p. 135°-137° C. The reactants are CN(C)C=O, ClCc1ccccc1, CC(C)n1ncc(N)c(Cl)c1=O, Cl, [H-], [Na+], c1ccccc1. The product is CC(C)n1ncc(NCc2ccccc2)c(Cl)c1=O. As a reaction SMILES: [CH3:24][N:25]([CH3:26])[CH:27]=[O:28].[Cl:15][CH2:16][c:17]1[cH:18][cH:19][cH:20][cH:21][cH:22]1.[Cl:1][c:2]1[c:3](=[O:12])[n:4]([CH:9]([CH3:10])[CH3:11])[n:5][cH:6][c:7]1[NH2:8].[ClH:23].[H-:13].[Na+:14].[cH:29]1[cH:30][cH:31][cH:32][cH:33][cH:34]1>>[Cl:1][c:2]1[c:3](=[O:12])[n:4]([CH:9]([CH3:10])[CH3:11])[n:5][cH:6][c:7]1[NH:8][CH2:16][c:17]1[cH:18][cH:19][cH:20][cH:21][cH:22]1. Procedure: A mixture of 5-chloro-vanillic acid (4.05 g, 20 mmol), benzyl bromide (8.55 g, 50 mmol) and potassium carbonate (6.90 g, 50 mmol) in DMF (60 mL) was stirred at room temperature for 18 hours. The mixture was transferred into a separation funnel and ethyl acetate (100 mL) and water (100 mL) were added, the organic layer was separated, washed with water (2×50 mL) and brine (50 mL), dried over sodium sulphate and concentrated under reduced pressure. The residue was crystallised from dichloromethane/... Run at time 18 hour. The reactants are C(C)(=O)OCC (ethyl acetate), ClC=1C(=C(C=C(C(=O)O)C1)OC)O (5-chloro-vanillic acid), C(C1=CC=CC=C1)Br (benzyl bromide), C([O-])([O-])=O.[K+].[K+] (potassium carbonate), CN(C)C=O (DMF). The solvent is O (water). Product: C(C1=CC=CC=C1)OC(C1=CC(=C(C(=C1)OC)OCC1=CC=CC=C1)Cl)=O (4-Benzyloxy-3-chloro-5-methoxy-benzoic Acid Benzyl Ester). Reaction SMILES: [Cl:1][C:2]1[C:3](O)=[C:4]([O:11][CH3:12])[CH:5]=[C:6]([CH:10]=1)C(O)=O.[CH2:14](Br)[C:15]1[CH:20]=[CH:19][CH:18]=[CH:17][CH:16]=1.[C:22](=[O:25])([O-])[O-:23].[K+].[K+].C(O[CH2:32][CH3:33])(=O)C.CN([CH:37]=[O:38])C>O>[CH2:14]([O:23][C:22](=[O:25])[C:6]1[CH:5]=[C:4]([O:11][CH3:12])[C:3]([O:38][CH2:37][C:33]2[CH:32]=[CH:6][CH:10]=[CH:2][CH:3]=2)=[C:2]([Cl:1])[CH:10]=1)[C:15]1[CH:20]=[CH:19][CH:18]=[CH:17][CH:16]=1 |f:2.3.4|. Reactants: Nc1cc(Cl)c(Cl)cc1[N+](=O)[O-], O=C(O)C1CNCCN1, [Na+], [Na+], O=C([O-])[O-], O, OC1CCCCC1. Product: Nc1cc(N2CCNC(C(=O)O)C2)c(Cl)cc1[N+](=O)[O-]. Reaction SMILES: [Cl:1][c:2]1[cH:3][c:4]([N+:10](=[O:11])[O-:12])[c:5]([NH2:6])[cH:7][c:8]1[Cl:9].[NH:13]1[CH:14]([C:19](=[O:20])[OH:21])[CH2:15][NH:16][CH2:17][CH2:18]1.[Na+:22].[Na+:23].[O-:24][C:25](=[O:26])[O-:27].[OH2:28].[OH:29][CH:30]1[CH2:31][CH2:32][CH2:33][CH2:34][CH2:35]1>>[Cl:1][c:2]1[cH:3][c:4]([N+:10](=[O:11])[O-:12])[c:5]([NH2:6])[cH:7][c:8]1[N:16]1[CH2:15][CH:14]([C:19](=[O:20])[OH:21])[NH:13][CH2:18][CH2:17]1. Reactants: FC1=CC=C(C=C1)N1N=CC=2C=C3C(=NC21)CCCC(C3CC3=NC=CC=C3)=O (1-(4-fluorophenyl)-5-(pyridin-2-ylmethyl)-5,7,8,9-tetrahydrocyclohepta[b]pyrazolo[4,3-e]pyridin-6(1H)-one), [Na] (Sodium), CC(C=C)=O (but-3-en-2-one). Solvent: CCO (EtOH). Conditions: temperature 60 celsius, time 90 minute. Product: FC1=CC=C(C=C1)N1N=CC=2C=C3C(=NC21)CCCC=2C3(CCC(C2)=O)CC2=NC=CC=C2 (rac-9-(4-fluorophenyl)-12b-(pyridin-2-ylmethyl)-1,5,6,7,9,12b-hexahydrobenzo[3,4]cyclohepta[1,2-b]pyrazolo[4,3-e]pyridin-3(2H)-one). Yield: 49.7%. RXN SMILES: [Na].[F:2][C:3]1[CH:8]=[CH:7][C:6]([N:9]2[C:17]3[N:16]=[C:15]4[CH2:18][CH2:19][CH2:20][C:21](=O)[CH:22]([CH2:23][C:24]5[CH:29]=[CH:28][CH:27]=[CH:26][N:25]=5)[C:14]4=[CH:13][C:12]=3[CH:11]=[N:10]2)=[CH:5][CH:4]=1.[CH3:31][C:32](=[O:35])[CH:33]=[CH2:34]>CCO>[F:2][C:3]1[CH:4]=[CH:5][C:6]([N:9]2[C:17]3[N:16]=[C:15]4[CH2:18][CH2:19][CH2:20][C:21]5[C:22]([CH2:23][C:24]6[CH:29]=[CH:28][CH:27]=[CH:26][N:25]=6)([CH2:34][CH2:33][C:32](=[O:35])[CH:31]=5)[C:14]4=[CH:13][C:12]=3[CH:11]=[N:10]2)=[CH:7][CH:8]=1 |^1:0|. Procedure: Sodium (1.09 g, 47.4 mmol) and EtOH (355 mL) were stirred together until a solution was formed then 1-(4-fluorophenyl)-5-(pyridin-2-ylmethyl)-5,7,8,9-tetrahydrocyclohepta[b]pyrazolo[4,3-e]pyridin-6(1H)-one (115, R1=4-Fluorophenyl, R2=Pyridin-2-ylmethyl) (16.47 g, 42.6 mmol) was added. The mixture was heated to about 60° C. then but-3-en-2-one (4.14 mL, 50.2 mmol) was added over about 50 min. The mixture was stirred at about 60° C. for about 90 min then it was cooled and concentrated under reduce... Starting materials: C1(=C(C(=CC(=C1)C)C)S(=O)(=O)Cl)C (2-Mesitylenesulfonyl chloride), CN(CCCN(C)C)C (N,N,N′,N′-tetramethyl-1,3-propanediamine), NC1=NC(=C(C(=N1)O)CC1=C(C=C(C=C1)OCCCO[Si](C)(C)C(C)(C)C)OC)C (2-Amino-5-{4-[3-(tert-butyldimethylsilyloxy)propoxy]-2-methoxybenzyl}-6-methylpyrimidin-4-ol). Run in O (water), C1CCOC1 (THF). Product: CC1=C(C(=CC(=C1)C)C)S(=O)(=O)OC1=NC(=NC(=C1CC1=C(C=C(C=C1)OCCCO[Si](C)(C)C(C)(C)C)OC)C)N (2-Amino-5-{4-[3-(tert-butyldimethylsilyloxy)propoxy]-2-methoxybenzyl}-6-methylpyrimidin-4-yl 2,4,6-trimethylbenzenesulfonate). Yield: 95.4%. Reaction SMILES: [C:1]1([CH3:13])[CH:6]=[C:5]([CH3:7])[CH:4]=[C:3]([CH3:8])[C:2]=1[S:9](Cl)(=[O:11])=[O:10].CN(C)CCCN(C)C.[NH2:23][C:24]1[N:29]=[C:28]([OH:30])[C:27]([CH2:31][C:32]2[CH:37]=[CH:36][C:35]([O:38][CH2:39][CH2:40][CH2:41][O:42][Si:43]([C:46]([CH3:49])([CH3:48])[CH3:47])([CH3:45])[CH3:44])=[CH:34][C:33]=2[O:50][CH3:51])=[C:26]([CH3:52])[N:25]=1>C1COCC1.O>[CH3:13][C:1]1[CH:6]=[C:5]([CH3:7])[CH:4]=[C:3]([CH3:8])[C:2]=1[S:9]([O:30][C:28]1[C:27]([CH2:31][C:32]2[CH:37]=[CH:36][C:35]([O:38][CH2:39][CH2:40][CH2:41][O:42][Si:43]([C:46]([CH3:49])([CH3:47])[CH3:48])([CH3:44])[CH3:45])=[CH:34][C:33]=2[O:50][CH3:51])=[C:26]([CH3:52])[N:25]=[C:24]([NH2:23])[N:29]=1)(=[O:11])=[O:10]. Reported procedure: 2-Mesitylenesulfonyl chloride (4.96 g, 22.7 mmol) was added to a solution of N,N,N′,N′-tetramethyl-1,3-propanediamine (3.79 mL, 22.7 mmol) and the product of example 8 step (v) (6.55 g, 15.1 mmol) in THF (66 mL) and the mixture was stirred at RT for 3 h. The resulting mixture was diluted with water and extracted with EtOAc. And the combined organic solutions were washed with brine, dried and concentrated. The residue was purified via chromatography on silica to give 8.87 g of the subtitle compou...